This data is from the Open Reaction Database (ORD), a public repository of structured organic reaction records. The task is: describe an organic reaction: reactants, conditions, products, and yield Starting materials: C(C)OC(=O)CCCN(CCC1COC2=CC=CC=C2C1)CCBr (N-(3-ethoxycarbonylpropyl)-N-(2-bromoethyl)-N-[2-(chroman-3-yl)ethyl]amine), [O-]CC.[Na+] (sodium ethoxide). Solvent: CN(C=O)C (dimethylformamide), CN(C=O)C (dimethylformamide). Yields the product C(C)OC(=O)C1CCN(CC1)CCC1COC2=CC=CC=C2C1 (1-[2-(chroman-3-yl)ethyl]-piperidine-4-carboxylic acid ethyl ester). RXN SMILES: [CH2:1]([O:3][C:4]([CH2:6][CH2:7][CH2:8][N:9]([CH2:22][CH2:23]Br)[CH2:10][CH2:11][CH:12]1[CH2:21][C:20]2[C:15](=[CH:16][CH:17]=[CH:18][CH:19]=2)[O:14][CH2:13]1)=[O:5])[CH3:2].[O-]CC.[Na+]>CN(C)C=O>[CH2:1]([O:3][C:4]([CH:6]1[CH2:23][CH2:22][N:9]([CH2:10][CH2:11][CH:12]2[CH2:21][C:20]3[C:15](=[CH:16][CH:17]=[CH:18][CH:19]=3)[O:14][CH2:13]2)[CH2:8][CH2:7]1)=[O:5])[CH3:2] |f:1.2|. Procedure: At room temperature and while stirring, a solution of 11.94 g (30 mmol) of N-(3-ethoxycarbonylpropyl)-N-(2-bromoethyl)-N-[2-(chroman-3-yl)ethyl]amine in 40 ml of absolute dimethylformamide is added dropwise within a period of 20 minutes to a suspension of 2.72 g (40 mmol) of sodium ethoxide in 30 ml of dimethylformamide. The reaction mixture is stirred for 16 hours at room temperature and then concentrated to dryness by evaporation under a high vacuum. Diethyl ether is added to the residue and e... The reactants are BrC1=CC=C(CN)C=C1 (4-bromobenzyl amine), Cl (HCl), C (carbon black), C (carbon black), N(=O)[O-].[Na+] (sodium nitrite). Solvent: O (water). Run at time 15 minute. The product is [Cl-].BrC1=CC=C(C=C1)C[N+]#N (4-bromophenylmethanediazonium chloride). Reaction SMILES: C.[Br:2][C:3]1[CH:10]=[CH:9][C:6]([CH2:7][NH2:8])=[CH:5][CH:4]=1.[ClH:11].[N:12]([O-])=O.[Na+]>O>[Cl-:11].[Br:2][C:3]1[CH:10]=[CH:9][C:6]([CH2:7][N+:8]#[N:12])=[CH:5][CH:4]=1 |f:3.4,6.7|. Reported procedure: This example shows another method for the preparation of a carbon black product of the present invention. A suspension of 0.676 g of 4-bromobenzyl amine, 0.60 g of concentrated HCl, 30 g of water and 10.22 g of the untreated carbon black used in Example 7 was prepared in an ice bath. An aqueous solution containing 0.269 g of sodium nitrite was added and the resulting suspension was stirred for 15 minutes, forming 4-bromophenylmethanediazonium chloride in situ, which reacted with the untreated ca... Reactants: CC=1OC2=C(N1)C=C(C=C2)C (2,5-dimethylbenzo[d]oxazole), BrN1C(CCC1=O)=O (N-bromosuccinimide), C(C1=CC=CC=C1)(=O)OOC(C1=CC=CC=C1)=O (dibenzoyl peroxide). Run in C(Cl)(Cl)(Cl)Cl (CCl4). Product: BrCC=1C=CC2=C(N=C(O2)C)C1 (5-(bromomethyl)-2-methylbenzo[d]oxazole). RXN SMILES: [CH3:1][C:2]1[O:3][C:4]2[CH:10]=[CH:9][C:8]([CH3:11])=[CH:7][C:5]=2[N:6]=1.[Br:12]N1C(=O)CCC1=O.C(OOC(=O)C1C=CC=CC=1)(=O)C1C=CC=CC=1>C(Cl)(Cl)(Cl)Cl>[Br:12][CH2:11][C:8]1[CH:9]=[CH:10][C:4]2[O:3][C:2]([CH3:1])=[N:6][C:5]=2[CH:7]=1. Procedure: A mixture of commercially available 2,5-dimethylbenzo[d]oxazole (1.000 g; 6.79 mmol), N-bromosuccinimide (1.209 g; 6.79 mmol), and commercially available dibenzoyl peroxide (11 mg; 0.046 mmol) in anh. CCl4 (10 ml) was refluxed, under nitrogen, for 17 h. After cooling to rt, the reaction mixture was filtered, and the filtrate was concentrated to dryness under reduced pressure. Purification by FC (heptane/AcOEt=9/1) afforded 5-(bromomethyl)-2-methylbenzo[d]oxazole as a yellow solid. LC-MS (conditi... Starting materials: C(C)OC(CCCC1=CNC2=CC=CC=C12)=O (ethyl-4-(3-indolyl)butyrate), N1C=NC=C1 (imidazole), BrBr (bromine), BrBr (bromine), material, Cl (hydrogen chloride). Run in O1CCOCC1 (dioxane), O1CCOCC1 (dioxane), O1CCOCC1 (dioxane), CCOCC (ether). Reaction conditions: time 8 hour. Yields the product Cl.N1(C=NC=C1)C=1NC2=CC=CC=C2C1CCCC(=O)OCC (2-(1-imidazolyl)-3-(-3-ethoxycarbonylpropyl)indole hydrochloride). As a reaction SMILES: [CH2:1]([O:3][C:4](=[O:17])[CH2:5][CH2:6][CH2:7][C:8]1[C:16]2[C:11](=[CH:12][CH:13]=[CH:14][CH:15]=2)[NH:10][CH:9]=1)[CH3:2].[NH:18]1[CH:22]=[CH:21][N:20]=[CH:19]1.BrBr.[ClH:25]>O1CCOCC1.CCOCC>[ClH:25].[N:18]1([C:9]2[NH:10][C:11]3[C:16]([C:8]=2[CH2:7][CH2:6][CH2:5][C:4]([O:3][CH2:1][CH3:2])=[O:17])=[CH:15][CH:14]=[CH:13][CH:12]=3)[CH:22]=[CH:21][N:20]=[CH:19]1 |f:6.7|. Reported procedure: To a solution of ethyl-4-(3-indolyl)butyrate (3.00 g) and imidazole (4.43 g) in dioxane (75 ml) stirring at 10° is added dropwise while stirring a solution of bromine (0.65 ml) in dioxane (25 ml) over a period of 2.5 hours. Immediately upon the addition of bromine the reaction mixture becomes a thick suspension. Additional dioxane (30 ml) is added to keep the reacton mixture more mobile. Upon complete addition to cooling bath is removed and the reaction mixture allowed to stir at room temperatur... Reactants: CO, [Na+], [Na+], O=C([O-])[O-], CCOC(=O)CCC(NC(=O)c1ccc(C(COC2CCCCO2)Cn2cnc3nc(NC(=O)C(C)(C)C)cc-3c2O)cc1)C(=O)OCC, O. The product is CCOC(=O)CCC(NC(=O)c1ccc(C(CO)Cn2cnc3nc(NC(=O)C(C)(C)C)cc-3c2O)cc1)C(=O)OCC. As a reaction SMILES: [CH3:56][OH:57].[Na+:50].[Na+:51].[O-:52][C:53](=[O:54])[O-:55].[O:1]1[CH2:2][CH2:3][CH2:4][CH2:5][CH:6]1[O:7][CH2:8][CH:9]([CH2:10][n:11]1[cH:12][n:13][c:14]2[n:20][c:19]([NH:21][C:22]([C:23]([CH3:24])([CH3:25])[CH3:26])=[O:27])[cH:18][c:15]-2[c:16]1[OH:17])[c:28]1[cH:29][cH:30][c:31]([C:32](=[O:33])[NH:34][CH:35]([CH2:36][CH2:37][C:38](=[O:39])[O:40][CH2:41][CH3:42])[C:43](=[O:44])[O:45][CH2:46][CH3:47])[cH:48][cH:49]1.[OH2:58]>>[OH:7][CH2:8][CH:9]([CH2:10][n:11]1[cH:12][n:13][c:14]2[n:20][c:19]([NH:21][C:22]([C:23]([CH3:24])([CH3:25])[CH3:26])=[O:27])[cH:18][c:15]-2[c:16]1[OH:17])[c:28]1[cH:29][cH:30][c:31]([C:32](=[O:33])[NH:34][CH:35]([CH2:36][CH2:37][C:38](=[O:39])[O:40][CH2:41][CH3:42])[C:43](=[O:44])[O:45][CH2:46][CH3:47])[cH:48][cH:49]1.